From a dataset of the Open Reaction Database (ORD), a public repository of structured organic reaction records. describe an organic reaction: reactants, conditions, products, and yield Reactants: COC(N(C)C)OC (1,1-Dimethoxy-N,N-dimethylmethanamine), CC1=C(C#N)C(=CC=C1)[N+](=O)[O-] (2-methyl-6-nitrobenzonitrile), Ice water, P(=O)([O-])([O-])[O-] (Phosphate), NaIO4. Solvent: CN(C)C=O (DMF), C1CCOC1 (THF). Conditions: temperature 130 celsius, time 3 hour. Product: C(=O)C1=C(C#N)C(=CC=C1)[N+](=O)[O-] (2-Formyl-6-nitrobenzonitrile). The yield is 18.8%. RXN SMILES: COC([O:7][CH3:8])N(C)C.C[C:10]1[CH:17]=[CH:16][CH:15]=[C:14]([N+:18]([O-:20])=[O:19])[C:11]=1[C:12]#[N:13].P([O-])([O-])([O-])=O>CN(C=O)C.C1COCC1>[CH:8]([C:10]1[CH:17]=[CH:16][CH:15]=[C:14]([N+:18]([O-:20])=[O:19])[C:11]=1[C:12]#[N:13])=[O:7]. Procedure details: 1,1-Dimethoxy-N,N-dimethylmethanamine (13.56 mL, 102 mmol) was added to a solution of 2-methyl-6-nitrobenzonitrile (15.0 g, 92.5 mmol) in anhydrous DMF (60 mL) under nitrogen and was heated at 130° C. for 15 h. Ice water (300 mL) was added, and the resultant dark precipitate was collected by filtration and dried under vacuum. Phosphate buffer (pH 7, 350 mL) and then NaIO4 (40 g, 187 mmol) were added to a solution of the dark precipitate in THF (350 mL) and stirred at rt for 3 h. The mixture was ... RXN SMILES: [CH3:22][OH:23].[OH:1][CH2:2][CH2:3][n:4]1[c:5]([C:16]([CH2:17][CH2:18][OH:19])([CH3:20])[CH3:21])[cH:6][c:7]2[cH:8][c:9]([N+:13]([O-:14])=[O:15])[cH:10][cH:11][c:12]12>>[OH:1][CH2:2][CH2:3][n:4]1[c:5]([C:16]([CH2:17][CH2:18][OH:19])([CH3:20])[CH3:21])[cH:6][c:7]2[cH:8][c:9]([NH2:13])[cH:10][cH:11][c:12]12. The reactants are CO, CC(C)(CCO)c1cc2cc([N+](=O)[O-])ccc2n1CCO. Product: CC(C)(CCO)c1cc2cc(N)ccc2n1CCO. Reactants: B(F)(F)F.CCOCC (Boron trifluoride etherate), C1=CC(=CC=C1/C=C/C(=O)O)O (coumaric acid). Yield: 74.1%. Procedure details: Boron trifluoride etherate (0.067 mol) is added to a solution of coumaric acid (0.034 mol) in methanol (50 ml) in a 250 ml round bottom flask and the mixture stirred at 70° C. for 2 hours and evaporated to dryness under reduced vacuum. The residual solid is taken up in CH2Cl2, washed with aqueous NaHCO3, dried over MgSO4 and filtered to provide, after evaporation of the CH2Cl2, the desired product as a pale yellow solid in 74.1% yield. Solvent: CO (methanol). As a reaction SMILES: B(F)(F)F.[CH3:5]COCC.[CH:10]1[C:15](/[CH:16]=[CH:17]/[C:18]([OH:20])=[O:19])=[CH:14][CH:13]=[C:12]([OH:21])[CH:11]=1>CO>[C:18]([O:20][CH3:5])(=[O:19])/[CH:17]=[CH:16]/[C:15]1[CH:14]=[CH:13][C:12]([OH:21])=[CH:11][CH:10]=1 |f:0.1|. Reaction conditions: temperature 70 celsius, time 2 hour. The product is C(\C=C\C1=CC=C(C=C1)O)(=O)OC (Methyl Coumarate). RXN SMILES: [CH2:1]([c:2]1[cH:3][cH:4][cH:5][cH:6][cH:7]1)[O:8][c:9]1[c:10]([N+:24]([O-:25])=[O:26])[cH:11][c:12]([O:15][C:16]([c:17]2[cH:18][cH:19][cH:20][cH:21][cH:22]2)=[O:23])[cH:13][cH:14]1.[CH3:29][OH:30].[H:27][H:28]>>[CH2:1]([c:2]1[cH:3][cH:4][cH:5][cH:6][cH:7]1)[O:8][c:9]1[c:10]([NH2:24])[cH:11][c:12]([O:15][C:16]([c:17]2[cH:18][cH:19][cH:20][cH:21][cH:22]2)=[O:23])[cH:13][cH:14]1. Starting materials: O=C(Oc1ccc(OCc2ccccc2)c([N+](=O)[O-])c1)c1ccccc1, CO, [H][H]. Product: Nc1cc(OC(=O)c2ccccc2)ccc1OCc1ccccc1. Reactants: Cc1c(F)cc(C(=O)NC2CC2)cc1-c1ccc2c(cnn2C(=O)OC(C)(C)C)c1, Cl, C1COCCO1. Yields the product Cc1c(F)cc(C(=O)NC2CC2)cc1-c1ccc2[nH]ncc2c1. RXN SMILES: [CH:1]1([NH:4][C:5](=[O:6])[c:7]2[cH:8][c:9]([F:30])[c:10]([CH3:29])[c:11](-[c:13]3[cH:14][c:15]4[cH:16][n:17][n:18]([C:22]([O:23][C:24]([CH3:25])([CH3:26])[CH3:27])=[O:28])[c:19]4[cH:20][cH:21]3)[cH:12]2)[CH2:2][CH2:3]1.[ClH:31].[O:32]1[CH2:33][CH2:34][O:35][CH2:36][CH2:37]1>>[CH:1]1([NH:4][C:5](=[O:6])[c:7]2[cH:8][c:9]([F:30])[c:10]([CH3:29])[c:11](-[c:13]3[cH:14][c:15]4[cH:16][n:17][nH:18][c:19]4[cH:20][cH:21]3)[cH:12]2)[CH2:2][CH2:3]1. Starting materials: CCOC(=O)c1cc2ccc(Br)nc2n1C(C)CNC(=O)OC(C)(C)C, CC1CNC(=O)c2cc3ccc(Cl)nc3n21. Yields the product CC1CNC(=O)c2cc3ccc(Br)nc3n21. RXN SMILES: [CH2:17]([O:18][C:19]([c:22]1[cH:23][c:24]2[c:25]([n:26][c:27]([Br:30])[cH:28][cH:29]2)[n:31]1[CH:32]([CH2:33][NH:34][C:35]([O:20][C:21]([CH3:37])([CH3:38])[CH3:39])=[O:36])[CH3:42])=[O:40])[CH3:41].[Cl:1][c:2]1[n:3][c:4]2[c:5]([cH:6][cH:7]1)[cH:8][c:9]1[n:10]2[CH:11]([CH3:12])[CH2:13][NH:14][C:15]1=[O:16]>>[c:22]12[cH:23][c:24]3[c:25]([n:26][c:27]([Br:30])[cH:28][cH:29]3)[n:31]1[CH:32]([CH3:42])[CH2:33][NH:34][C:35]2=[O:36]. The reactants are C(CCC)[Li] (n-butyllithium), 1-(trans-4-propyl-cyclohexyl)-propane-1,3-diol(4), C1CCOC1 (THF), C(CCC)[Li] (n-Butyllithium), C1(=CC=C(C=C1)S(=O)(=O)Cl)C (p-toluenesulfonyl chloride), C1CCOC1 (THF). Conditions: time 30 minute. Product: C(CC)[C@@H]1CC[C@H](CC1)C1OCC1 (2-(trans-4-propyl-cyclohexyl)-oxetane). The yield is 70.0%. RXN SMILES: [CH2:1]([Li])[CH2:2]CC.[C:6]1([CH3:16])[CH:11]=[CH:10][C:9](S(Cl)(=O)=O)=[CH:8][CH:7]=1.[CH2:17]1[CH2:21][O:20][CH2:19]C1>>[CH2:16]([C@H:6]1[CH2:11][CH2:10][C@H:9]([CH:21]2[CH2:17][CH2:19][O:20]2)[CH2:8][CH2:7]1)[CH2:1][CH3:2]. Procedure details: THF (1,000 ml) was added to 1-(trans-4-propyl-cyclohexyl)-propane-1,3-diol(4) (229.3 g) prepared in the third step in a reaction vessel under an atmosphere of nitrogen. n-Butyllithium (1.63 M in n-hexane; 702 ml) was added dropwise to the mixture at around −5° C. After 30 minutes of stirring, p-toluenesulfonyl chloride (218.2 g) in a THF (1,000 ml) solution was added dropwise. After the reaction mixture had been stirred for 30 minutes, n-butyllithium (1.63 M in n-hexane; 702 ml) was added dropwi... Starting materials: C(C)(C)(C)O[C@H](C(=O)OCC)C1=C(C2=C(N=C(S2)C=2C=C3C(=NC2)N(C(=C3)C)C)C=C1C)C1=CC=C(C=C1)Cl ((S)-ethyl 2-tert-butoxy-2-(7-(4-chlorophenyl)-2-(1,2-dimethyl-1H-pyrrolo[2,3-b]pyridin-5-yl)-5-methylbenzo[d]thiazol-6-yl)acetate), [OH-].[Na+] (NaOH). Solvent: C1CCOC1.CO (THF CH3OH). Reaction conditions: temperature 50 celsius. The product is C(C)(C)(C)O[C@H](C(=O)O)C1=C(C2=C(N=C(S2)C=2C=C3C(=NC2)N(C(=C3)C)C)C=C1C)C1=CC=C(C=C1)Cl ((S)-2-tert-butoxy-2-(7-(4-chlorophenyl)-2-(1,2-dimethyl-1H-pyrrolo[2,3-b]pyridin-5-yl)-5-methylbenzo[d]thiazol-6-yl)acetic acid). Reaction SMILES: [C:1]([O:5][C@@H:6]([C:12]1[C:31]([CH3:32])=[CH:30][C:15]2[N:16]=[C:17]([C:19]3[CH:20]=[C:21]4[CH:27]=[C:26]([CH3:28])[N:25]([CH3:29])[C:22]4=[N:23][CH:24]=3)[S:18][C:14]=2[C:13]=1[C:33]1[CH:38]=[CH:37][C:36]([Cl:39])=[CH:35][CH:34]=1)[C:7]([O:9]CC)=[O:8])([CH3:4])([CH3:3])[CH3:2].[OH-].[Na+]>C1COCC1.CO>[C:1]([O:5][C@@H:6]([C:12]1[C:31]([CH3:32])=[CH:30][C:15]2[N:16]=[C:17]([C:19]3[CH:20]=[C:21]4[CH:27]=[C:26]([CH3:28])[N:25]([CH3:29])[C:22]4=[N:23][CH:24]=3)[S:18][C:14]=2[C:13]=1[C:33]1[CH:34]=[CH:35][C:36]([Cl:39])=[CH:37][CH:38]=1)[C:7]([OH:9])=[O:8])([CH3:4])([CH3:2])[CH3:3] |f:1.2,3.4|. Reported procedure: To a solution of (S)-ethyl 2-tert-butoxy-2-(7-(4-chlorophenyl)-2-(1,2-dimethyl-1H-pyrrolo[2,3-b]pyridin-5-yl)-5-methylbenzo[d]thiazol-6-yl)acetate: (49 mg, 0.09 mmol) in THF/CH3OH (1.0 mL/1.0 mL) was added 2N NaOH (0.44 mL, 0.9 mmol). The reaction mixture was heated at 50° C. for 2 h and the crude was purified by reverse phase HPLC, eluting by 0-100% acetonitrile in H2O with 0.1% TFA to give the product. LCMS-ESI+: calc'd for C29H28ClN3O3S: 534.2 (M+H+); Found: 534.2 (M+H+); 1H NMR (400 MHz, CD3...